From a dataset of the Open Reaction Database (ORD), a public repository of structured organic reaction records. describe an organic reaction: reactants, conditions, products, and yield The solvent is CC(=O)C (acetone). Starting materials: OC1=C(C(=O)OC)C=C(C=C1)O (methyl 2,5-dihydroxybenzoate), C([O-])([O-])=O.[K+].[K+] (potassium carbonate), S(=O)(=O)(C1=CC=C(C)C=C1)Cl (TsCl). Run at time 30 minute. As a reaction SMILES: [OH:1][C:2]1[CH:11]=[CH:10][C:9]([OH:12])=[CH:8][C:3]=1[C:4]([O:6][CH3:7])=[O:5].C(=O)([O-])[O-].[K+].[K+].[S:19](Cl)([C:22]1[CH:28]=[CH:27][C:25]([CH3:26])=[CH:24][CH:23]=1)(=[O:21])=[O:20]>CC(C)=O>[OH:1][C:2]1[CH:11]=[CH:10][C:9]([O:12][S:19]([C:22]2[CH:28]=[CH:27][C:25]([CH3:26])=[CH:24][CH:23]=2)(=[O:21])=[O:20])=[CH:8][C:3]=1[C:4]([O:6][CH3:7])=[O:5] |f:1.2.3|. Procedure details: A mixture of methyl 2,5-dihydroxybenzoate (1.5 g, 8.92 mmol), potassium carbonate (7.50 g, 54.2 mmol), and dry acetone (100 ml) was stirred at room temperature for 30 min. To the mixture was added TsCl (1.72 g, 9.00 mmol) portionwise and the mixture was refluxed for 7 h. The reaction mixture was used in the next step directly. The product is OC1=C(C(=O)OC)C=C(C=C1)OS(=O)(=O)C1=CC=C(C=C1)C (Methyl 2-hydroxy-5-{[(4-methylphenyl)sulfonyl]oxy}benzoate).